Dataset: the Open Reaction Database (ORD), a public repository of structured organic reaction records. Task: describe an organic reaction: reactants, conditions, products, and yield Reactants: CC12CCC(C3(OC4=C(C31C)C=C(C=C4)C(=O)O)C)C2 ((+)-(1,2,3,4,4a,9b-hexahydro-1,4a,9b-trimethyl-1,4-methanodibenzofuran-8-yl)carboxylic acid). Solvent: C(Cl)(Cl)Cl (CHCl3). The product is CC12CCC(C3(OC4=C(C31C)C=C(C=C4)C(=O)OC4=CC=C(C(=O)O)C=C4)C)C2 ((-)-4-[(1,2,3,4,4a,9b-Hexahydro-1,4a,9b-trimethyl-1,4-methanodibenzofuran-8-yl)carbonyloxy]benzoic acid). Reaction SMILES: [CH3:1][C:2]12[CH2:20][CH:5]([C:6]3([CH3:19])[C:10]1([CH3:11])[C:9]1[CH:12]=[C:13]([C:16]([OH:18])=[O:17])[CH:14]=[CH:15][C:8]=1[O:7]3)[CH2:4][CH2:3]2>C(Cl)(Cl)Cl>[CH3:1][C:2]12[CH2:20][CH:5]([C:6]3([CH3:19])[C:10]1([CH3:11])[C:9]1[CH:12]=[C:13]([C:16]([O:18][C:8]4[CH:15]=[CH:14][C:13]([C:16]([OH:18])=[O:17])=[CH:12][CH:9]=4)=[O:17])[CH:14]=[CH:15][C:8]=1[O:7]3)[CH2:4][CH2:3]2. Procedure details: The same synthesis as that carried out in the case of Example 11, from (+)-(1,2,3,4,4a,9b-hexahydro-1,4a,9b-trimethyl-1,4-methanodibenzofuran-8-yl)carboxylic acid, followed by hydrogenation under the same conditions as in Example 21, results in the laevorotatory enantiomer 13 exhibiting the same physicochemical characteristics as those of the enantiomer 12; αD =-3.2° (c=1, CHCl3). Starting materials: C(C1=CC=CC=C1)OCCOC1=CC=C(C=C1)C1CCCCC1 (1-[2-(Benzyloxy)ethoxy]-4-cyclohexylbenzene). The reagents and catalysts are [OH-].[Pd+2].[OH-] (palladium hydroxide). Solvent: C(C)O (ethanol). Run at time 25 hour. Product: OCCOC1=CC=C(C=C1)C1CCCCC1 (1-(2-Hydroxyethoxy)-4-cyclohexylbenzene). The yield is 103.0%. As a reaction SMILES: C([O:8][CH2:9][CH2:10][O:11][C:12]1[CH:17]=[CH:16][C:15]([CH:18]2[CH2:23][CH2:22][CH2:21][CH2:20][CH2:19]2)=[CH:14][CH:13]=1)C1C=CC=CC=1>C(O)C.[OH-].[Pd+2].[OH-]>[OH:8][CH2:9][CH2:10][O:11][C:12]1[CH:13]=[CH:14][C:15]([CH:18]2[CH2:23][CH2:22][CH2:21][CH2:20][CH2:19]2)=[CH:16][CH:17]=1 |f:2.3.4|. Procedure details: 3.2 g of 1-[2-(Benzyloxy)ethoxy]-4-cyclohexylbenzene was dissolved in 100 ml of ethanol, and 300 mg of 20% palladium hydroxide was added, and the mixture was stirred at room temperature under hydrogen atmosphere for 25 hours. The catalyst was filtered off and washed with ethyl acetate. The filtrate was evaporated, and the residue was subjected to azeotropy with toluene (×2), to give 2.34 g of the title compound as a colorless solid.